From a dataset of the Open Reaction Database (ORD), a public repository of structured organic reaction records. describe an organic reaction: reactants, conditions, products, and yield Reactants: COC(=O)CCCCCNC(=O)CCNC(=O)OCc1ccccc1, CO, [Na+], [OH-]. The product is O=C(O)CCCCCNC(=O)CCNC(=O)OCc1ccccc1. Reaction SMILES: [CH3:1][O:2][C:3]([CH2:4][CH2:5][CH2:6][CH2:7][CH2:8][NH:9][C:10]([CH2:11][CH2:12][NH:13][C:14](=[O:15])[O:16][CH2:17][c:18]1[cH:19][cH:20][cH:21][cH:22][cH:23]1)=[O:24])=[O:25].[CH3:28][OH:29].[Na+:27].[OH-:26]>>[O:2]=[C:3]([CH2:4][CH2:5][CH2:6][CH2:7][CH2:8][NH:9][C:10]([CH2:11][CH2:12][NH:13][C:14](=[O:15])[O:16][CH2:17][c:18]1[cH:19][cH:20][cH:21][cH:22][cH:23]1)=[O:24])[OH:25].